Dataset: the Open Reaction Database (ORD), a public repository of structured organic reaction records. Task: describe an organic reaction: reactants, conditions, products, and yield Reactants: O(C1=CC=CC=C1)CCSCC=1C=C(C=CC1)C=1C(=CC=CC1)C(=O)O (3′-(2-Phenoxy-ethylsulfanylmethyl)-biphenyl-2-carboxylic acid), 1,1-carbonyldiimidazole, CN(CCCN)C (3-(dimethylamino)propylamine), CN(CCCNC(=O)C=1C=C(C=CC1)C1=CC=C(C=C1)CSCCOC1=CC=CC=C1)C (4′-(2-phenoxy-ethylsulfanylmethyl)-biphenyl-3-carboxylic acid (3-dimethylamino-propyl)-amide). Run in C1CCOC1 (THF). Yields the product CN(CCCNC(=O)C=1C(=CC=CC1)C1=CC(=CC=C1)CSCCOC1=CC=CC=C1)C (3′-(2-Phenoxy-ethylsulfanylmethyl)-biphenyl-2-carboxylic acid (3-dimethylamino-propyl)-amide). Reaction SMILES: [CH3:1][N:2]([CH3:32])[CH2:3][CH2:4][CH2:5][NH:6]C(C1C=C(C2C=CC(CSCCOC3C=CC=CC=3)=CC=2)C=CC=1)=O.[O:33]([CH2:40][CH2:41][S:42][CH2:43][C:44]1[CH:45]=[C:46]([C:50]2[C:51]([C:56](O)=[O:57])=[CH:52][CH:53]=[CH:54][CH:55]=2)[CH:47]=[CH:48][CH:49]=1)[C:34]1[CH:39]=[CH:38][CH:37]=[CH:36][CH:35]=1.CN(C)CCCN>C1COCC1>[CH3:1][N:2]([CH3:32])[CH2:3][CH2:4][CH2:5][NH:6][C:56]([C:51]1[C:50]([C:46]2[CH:47]=[CH:48][CH:49]=[C:44]([CH2:43][S:42][CH2:41][CH2:40][O:33][C:34]3[CH:39]=[CH:38][CH:37]=[CH:36][CH:35]=3)[CH:45]=2)=[CH:55][CH:54]=[CH:53][CH:52]=1)=[O:57]. Reported procedure: 3′-(2-Phenoxy-ethylsulfanylmethyl)-biphenyl-2-carboxylic acid (3-dimethylamino-propyl)-amide was synthesized as described for 4′-(2-phenoxy-ethylsulfanylmethyl)-biphenyl-3-carboxylic acid (3-dimethylamino-propyl)-amide. 3′-(2-Phenoxy-ethylsulfanylmethyl)-biphenyl-2-carboxylic acid (0.95 g, 2.61 mmol, 1 eq.) in anhydrous THF was treated with 1,1-carbonyldiimidazole (0.43 g, 2.66 mmol, 1.02 eq.) and 3-(dimethylamino)propylamine (0.32 g, 3.13 mmol, 1.2 eq.) as described. When complete, the reaction... Reactants: BrC=1C(=CC(=C(C=O)C1)OC)OC (5-bromo-2,4-dimethoxybenzaldehyde), CC1=NOC(=C1B(O)O)C (3,5-dimethyl-isoxazole-4-boronic acid). The product is CC1=NOC(=C1C=1C(=CC(=C(C=O)C1)OC)OC)C (5-(3,5-Dimethyl-isoxazol-4-yl)-2,4-dimethoxy-benzaldehyde). Isolated yield 75.0%. Reaction SMILES: Br[C:2]1[C:3]([O:12][CH3:13])=[CH:4][C:5]([O:10][CH3:11])=[C:6]([CH:9]=1)[CH:7]=[O:8].[CH3:14][C:15]1[C:19](B(O)O)=[C:18]([CH3:23])[O:17][N:16]=1>>[CH3:14][C:15]1[C:19]([C:2]2[C:3]([O:12][CH3:13])=[CH:4][C:5]([O:10][CH3:11])=[C:6]([CH:9]=2)[CH:7]=[O:8])=[C:18]([CH3:23])[O:17][N:16]=1. Procedure details: Ex-33A: 5-(3,5-Dimethyl-isoxazol-4-yl)-2,4-dimethoxy-benzaldehyde was prepared from 5-bromo-2,4-dimethoxybenzaldehyde and 3,5-dimethyl-isoxazole-4-boronic acid in a similar manner as described in Ex-3A, 75% yield. 1H-NMR (CDCl3) δ 10.34 (s, 1H), 7.63 (s, 1H), 6.52 (s, 1H), 4.00 (s, 3H), 3.90 (s, 3H), 2.12 (s, 6H).